From a dataset of the Open Reaction Database (ORD), a public repository of structured organic reaction records. describe an organic reaction: reactants, conditions, products, and yield Reactants: C(C(C)C)N([C@@H](CCCCN)C(=O)O)S(=O)(=O)C1=CC=C(C=C1)[N+](=O)[O-] (Nα-isobutyl-Nα-(4-nitrobenzenesulfonyl)-L-lysine), O(C1=CC=CC=C1)CC(=O)Cl (phenoxyacetyl chloride). Yields the product C(C(C)C)N([C@@H](CCCCNC(COC1=CC=CC=C1)=O)C(=O)O)S(=O)(=O)C1=CC=C(C=C1)[N+](=O)[O-] (Nα-Isobutyl-Nα-(4-nitrobenzenesulfonyl)-Nε-phenoxyacetyl-L-lysine). Yield: 88.0%. Reaction SMILES: [CH2:1]([N:5]([S:15]([C:18]1[CH:23]=[CH:22][C:21]([N+:24]([O-:26])=[O:25])=[CH:20][CH:19]=1)(=[O:17])=[O:16])[C@H:6]([C:12]([OH:14])=[O:13])[CH2:7][CH2:8][CH2:9][CH2:10][NH2:11])[CH:2]([CH3:4])[CH3:3].[O:27]([CH2:34][C:35](Cl)=[O:36])[C:28]1[CH:33]=[CH:32][CH:31]=[CH:30][CH:29]=1>>[CH2:1]([N:5]([S:15]([C:18]1[CH:23]=[CH:22][C:21]([N+:24]([O-:26])=[O:25])=[CH:20][CH:19]=1)(=[O:17])=[O:16])[C@H:6]([C:12]([OH:14])=[O:13])[CH2:7][CH2:8][CH2:9][CH2:10][NH:11][C:35](=[O:36])[CH2:34][O:27][C:28]1[CH:33]=[CH:32][CH:31]=[CH:30][CH:29]=1)[CH:2]([CH3:4])[CH3:3]. Reported procedure: Nα-isobutyl-Nα-(4-nitrobenzenesulfonyl)-L-lysine was reacted with phenoxyacetyl chloride under the conditions described in example 2 to yield 88% of the desired product. Starting materials: ClC(=O)OC(C)CC (sec-butyl chloro-formate), O(C1=CC=CC=C1)C=1C=C(C=CC1)NN (3-phenoxyphenyl hydrazine), C(C)(=O)OCC (ethyl acetate), resultant solution. Run in N1=CC=CC=C1 (pyridine). Conditions: time 1 hour. Yields the product O(C1=CC=CC=C1)C=1C=C(C=CC1)NNC(=O)OC(CC)C (1-methylpropyl 2-(3-phenoxyphenyl)hydrazine carboxylate). As a reaction SMILES: [O:1]([C:8]1[CH:9]=[C:10]([NH:14][NH2:15])[CH:11]=[CH:12][CH:13]=1)[C:2]1[CH:7]=[CH:6][CH:5]=[CH:4][CH:3]=1.C(OCC)(=O)C.Cl[C:23]([O:25][CH:26]([CH2:28][CH3:29])[CH3:27])=[O:24]>N1C=CC=CC=1>[O:1]([C:8]1[CH:9]=[C:10]([NH:14][NH:15][C:23]([O:25][CH:26]([CH3:27])[CH2:28][CH3:29])=[O:24])[CH:11]=[CH:12][CH:13]=1)[C:2]1[CH:3]=[CH:4][CH:5]=[CH:6][CH:7]=1. Procedure: To 3.0 g of 3-phenoxyphenyl hydrazine, 100 ml of ethyl acetate and 2.5 ml of pyridine were added and the resultant solution was then stirred at room temperature for 30 minutes. Then, 2.5 ml of sec-butyl chloro-formate was added dropwise to the solution and stirred for 1 hour at room temperature. The solution was then washed twice, each time with 100 ml of water. After each wash, the aqueous fraction was removed from the organic (ethyl acetate) fraction. The resulting ethyl acetate fraction was t... Starting materials: CN1C(=CC=C1)C(C(C#N)C(=O)OCC)=O (1-methyl-β-oxo-α-ethoxycarbonyl-2-pyrrolpropionitrile), NC1=CC=CC=C1 (aniline). Solvent: C=1(C(=CC=CC1)C)C (xylene). The product is CN1C(=CC=C1)C(C(C#N)C(NC1=CC=CC=C1)=O)=O (1-methyl-β-oxo-α-phenylcarbamoyl-2-pyrrolpropionitrile). RXN SMILES: [CH3:1][N:2]1[CH:6]=[CH:5][CH:4]=[C:3]1[C:7](=[O:16])[CH:8]([C:11]([O:13]CC)=O)[C:9]#[N:10].[NH2:17][C:18]1[CH:23]=[CH:22][CH:21]=[CH:20][CH:19]=1>C1(C)C(C)=CC=CC=1>[CH3:1][N:2]1[CH:6]=[CH:5][CH:4]=[C:3]1[C:7](=[O:16])[CH:8]([C:11](=[O:13])[NH:17][C:18]1[CH:23]=[CH:22][CH:21]=[CH:20][CH:19]=1)[C:9]#[N:10]. Reported procedure: The mixture of 1.1 g of 1-methyl-β-oxo-α-ethoxycarbonyl-2-pyrrolpropionitrile, 1.1 g of aniline and 60 ml of xylene, is refluxed for 41/2 hours. After standing and cooling to room temperature overnight, the solution is filtered, evaporated and the residue recrystallized from methanol, to yield the 1-methyl-β-oxo-α-phenylcarbamoyl-2-pyrrolpropionitrile melting at 173°-174°; it is identical with that obtained according to Example 1. Starting materials: solution, Cl (hydrogen chloride), N(=[N+]=[N-])C[C@@H]1[C@H](C[C@@H](O1)N1C(=O)NC(=O)C(=C1)CCCl)O (5'-azido-2',5'-dideoxy-5-(2-chloroethyl)uridine). The reagents and catalysts are [Pd] (palladium-on-charcoal). Run in CO (methanol), C(C)O (ethanol), CO (methanol). Run at time 2 hour. Yields the product Cl.NC[C@@H]1[C@H](C[C@@H](O1)N1C(=O)NC(=O)C(=C1)CCCl)O (5'-amino-5-(2-chloroethyl)-2',5'-dideoxyuridine hydrochloride). Isolated yield 157.3%. As a reaction SMILES: [N:1]([CH2:4][C@H:5]1[O:9][C@@H:8]([N:10]2[CH:17]=[C:16]([CH2:18][CH2:19][Cl:20])[C:14](=[O:15])[NH:13][C:11]2=[O:12])[CH2:7][C@@H:6]1[OH:21])=[N+]=[N-].Cl>CO.[Pd].C(O)C>[ClH:20].[NH2:1][CH2:4][C@H:5]1[O:9][C@@H:8]([N:10]2[CH:17]=[C:16]([CH2:18][CH2:19][Cl:20])[C:14](=[O:15])[NH:13][C:11]2=[O:12])[CH2:7][C@@H:6]1[OH:21] |f:5.6|. Reported procedure: 0.16 g of 5'-azido-2',5'-dideoxy-5-(2-chloroethyl)uridine was dissolved in 100 ml of methanol and 1.9 ml of a 0.27M solution of hydrogen chloride in methanol was added. A slurry of 25 mg of 5% palladium-on-charcoal catalyst in 10 ml of ethanol was added under a nitrogen atmosphere and the mixture was hydrogenated at room temperature and under atmospheric pressure for 2 hours. The catalyst was removed by filtration and the filtrate was evaporated to give a solid which, after crystallization from ... The reactants are CC(CN)(C)C=1SC(=CN1)C1=CC=CC=C1 (2-methyl-2-(5-phenylthiazol-2-yl)propan-1-amine), FC(C1=NC(=NO1)C=1C=C(C(=O)O)C=CC1)(F)F (3-(5-(trifluoromethyl)-1,2,4-oxadiazol-3-yl)benzoic acid). Product: CC(CNC(C1=CC(=CC=C1)C1=NOC(=N1)C(F)(F)F)=O)(C)C=1SC(=CN1)C1=CC=CC=C1 (N-(2-Methyl-2-(5-phenylthiazol-2-yl)propyl)-3-(5-(trifluoromethyl)-1,2,4-oxadiazol-3-yl)benzamide). The yield is 17.0%. RXN SMILES: [CH3:1][C:2]([C:6]1[S:7][C:8]([C:11]2[CH:16]=[CH:15][CH:14]=[CH:13][CH:12]=2)=[CH:9][N:10]=1)([CH3:5])[CH2:3][NH2:4].[F:17][C:18]([F:34])([F:33])[C:19]1[O:23][N:22]=[C:21]([C:24]2[CH:25]=[C:26]([CH:30]=[CH:31][CH:32]=2)[C:27](O)=[O:28])[N:20]=1>>[CH3:5][C:2]([C:6]1[S:7][C:8]([C:11]2[CH:16]=[CH:15][CH:14]=[CH:13][CH:12]=2)=[CH:9][N:10]=1)([CH3:1])[CH2:3][NH:4][C:27](=[O:28])[C:26]1[CH:30]=[CH:31][CH:32]=[C:24]([C:21]2[N:20]=[C:19]([C:18]([F:34])([F:33])[F:17])[O:23][N:22]=2)[CH:25]=1. Procedure details: This compound was synthesized from 2-methyl-2-(5-phenylthiazol-2-yl)propan-1-amine and 3-(5-(trifluoromethyl)-1,2,4-oxadiazol-3-yl)benzoic acid as described in example 8 step 6 (20 mg, yield 17%). 1H NMR (400 MHz, MeOD) δ 8.55 (m, 1H), 8.29-8.27 (m, 1H), 8.03-8.01 (m, 1H), 7.96 (s, 1H), 7.98 (s, 1H), 7.71-7.67 (t, J=7.8 Hz, 1H), 7.63-7.61 (m, 2H), 7.43-7.39 (m, 2H), 7.35-7.32 (m, 1H), 3.75 (s, 2H), 1.56 (s, 6H). MS (ESI) m/z: Calculated for C23H19F3N4O2S: 472.12. found: 473.1 (M+H)+.